This data is from the Open Reaction Database (ORD), a public repository of structured organic reaction records. The task is: describe an organic reaction: reactants, conditions, products, and yield The reactants are Clc1nncc(Br)c1Cl, Clc1cc(Cl)c(Cl)nn1, [H-], [Na+], C1CCOC1, OCCO. The product is OCCOc1cc(Cl)nnc1Cl. Reaction SMILES: [Br:16][c:17]1[c:18]([Cl:19])[c:20]([Cl:21])[n:22][n:23][cH:24]1.[Cl:7][c:8]1[n:9][n:10][c:11]([Cl:15])[cH:12][c:13]1[Cl:14].[H-:5].[Na+:6].[O:25]1[CH2:26][CH2:27][CH2:28][CH2:29]1.[OH:1][CH2:2][CH2:3][OH:4]>>[O:1]([CH2:2][CH2:3][OH:4])[c:13]1[c:8]([Cl:7])[n:9][n:10][c:11]([Cl:15])[cH:12]1.